Dataset: the Open Reaction Database (ORD), a public repository of structured organic reaction records. Task: describe an organic reaction: reactants, conditions, products, and yield Product: CCc1ccc(Cc2ccc(CC(=O)O)cc2OCc2ccccc2)cc1. Starting materials: CCc1ccc(Cc2ccc(CC#N)cc2OCc2ccccc2)cc1, CCO, Cl, [K+], [OH-], O. RXN SMILES: [CH2:1]([c:2]1[cH:3][cH:4][cH:5][cH:6][cH:7]1)[O:8][c:9]1[cH:10][c:11]([CH2:24][C:25]#[N:26])[cH:12][cH:13][c:14]1[CH2:15][c:16]1[cH:17][cH:18][c:19]([CH2:22][CH3:23])[cH:20][cH:21]1.[CH3:31][CH2:32][OH:33].[ClH:29].[K+:28].[OH-:27].[OH2:30]>>[CH2:1]([c:2]1[cH:3][cH:4][cH:5][cH:6][cH:7]1)[O:8][c:9]1[cH:10][c:11]([CH2:24][C:25](=[O:27])[OH:30])[cH:12][cH:13][c:14]1[CH2:15][c:16]1[cH:17][cH:18][c:19]([CH2:22][CH3:23])[cH:20][cH:21]1. Reactants: BrC1=CC=C2C(N3C(=NC2=C1)CCC(C3)=O)=O (3-bromo-6H-pyrido[2,1-b]quinazoline-8,11(7H,9H)-dione), C[Mg+].[Br-] (CH3MgBr). The solvent is C1CCOC1 (THF). Reaction conditions: temperature 0 celsius, time 4 hour. Yields the product BrC1=CC=C2C(N3C(=NC2=C1)CCC(C3)(C)O)=O (3-bromo-8-hydroxy-8-methyl-8,9-dihydro-6H-pyrido[2,1-b]quinazolin-11(7H)-one). RXN SMILES: [Br:1][C:2]1[CH:11]=[C:10]2[C:5]([C:6](=[O:17])[N:7]3[CH2:15][C:14](=[O:16])[CH2:13][CH2:12][C:8]3=[N:9]2)=[CH:4][CH:3]=1.[CH3:18][Mg+].[Br-]>C1COCC1>[Br:1][C:2]1[CH:11]=[C:10]2[C:5]([C:6](=[O:17])[N:7]3[CH2:15][C:14]([OH:16])([CH3:18])[CH2:13][CH2:12][C:8]3=[N:9]2)=[CH:4][CH:3]=1 |f:1.2|. Reported procedure: To a solution of 3-bromo-6H-pyrido[2,1-b]quinazoline-8,11(7H,9H)-dione (0.04 g, 1.37 mmol, 1 equiv) in dry THF was added CH3MgBr (0.27 mL, 2.74 mmol, 2 equiv) dropwise at 0° C. The resulting mixture was stirred for 4 h at 0° C. The reaction was quenched with saturated NH4Cl, extracted with EtOAc, and dried over Na2SO4. The organic extract was concentrated under reduced pressure to give the desired product. MS (ESI): 309, 311 (MH+). The reactants are O=C(n1ccnc1)n1ccnc1, CN(C)c1ccncc1, ClCCl, O=[N+]([O-])c1ccc(CCNCCO)cc1. Product: O=C1OCCN1CCc1ccc([N+](=O)[O-])cc1. Reaction SMILES: [C:1](=[O:2])([n:3]1[cH:4][cH:5][n:6][cH:7]1)[n:8]1[cH:9][cH:10][n:11][cH:12]1.[CH3:28][N:29]([c:30]1[cH:31][cH:32][n:33][cH:34][cH:35]1)[CH3:36].[Cl:37][CH2:38][Cl:39].[N+:13](=[O:14])([O-:15])[c:16]1[cH:17][cH:18][c:19]([CH2:22][CH2:23][NH:24][CH2:25][CH2:26][OH:27])[cH:20][cH:21]1>>[C:1]1(=[O:2])[N:24]([CH2:23][CH2:22][c:19]2[cH:18][cH:17][c:16]([N+:13](=[O:14])[O-:15])[cH:21][cH:20]2)[CH2:25][CH2:26][O:27]1. Starting materials: [BH3-]C#N, CO, Cl, [K+], CCOC(=O)C1CCNCC1, [Na+], O=Cc1ccc(Oc2ccccc2)cc1, [OH-]. The product is CCOC(=O)C1CCN(Cc2ccc(Oc3ccccc3)cc2)CC1. Reaction SMILES: [C:27]([BH3-:28])#[N:29].[CH3:34][OH:35].[ClH:31].[K+:33].[NH:16]1[CH2:17][CH2:18][CH:19]([C:22](=[O:23])[O:24][CH2:25][CH3:26])[CH2:20][CH2:21]1.[Na+:30].[O:1]([c:2]1[cH:3][cH:4][cH:5][cH:6][cH:7]1)[c:8]1[cH:9][cH:10][c:11]([CH:12]=[O:13])[cH:14][cH:15]1.[OH-:32]>>[O:1]([c:2]1[cH:3][cH:4][cH:5][cH:6][cH:7]1)[c:8]1[cH:9][cH:10][c:11]([CH2:12][N:16]2[CH2:17][CH2:18][CH:19]([C:22](=[O:23])[O:24][CH2:25][CH3:26])[CH2:20][CH2:21]2)[cH:14][cH:15]1. Reactants: CCOc1ccc2nc(C)c(S(N)(=O)=O)n2c1, C1CCC2=NCCCN2CC1, COc1cc(OC)nc(NC(=O)Oc2ccccc2)n1, CC#N, Cl, O. Product: CCOc1ccc2nc(C)c(S(=O)(=O)NC(=O)Nc3nc(OC)cc(OC)n3)n2c1. Reaction SMILES: [CH2:1]([CH3:2])[O:3][c:4]1[cH:5][cH:6][c:7]2[n:8]([cH:9]1)[c:10]([S:14](=[O:15])(=[O:16])[NH2:17])[c:11]([CH3:13])[n:12]2.[CH2:38]1[CH2:39][CH2:40][C:41]2=[N:46][CH2:45][CH2:44][CH2:43][N:42]2[CH2:47][CH2:48]1.[CH3:18][O:19][c:20]1[n:21][c:22]([NH:28][C:29]([O:30][c:32]2[cH:33][cH:34][cH:35][cH:36][cH:37]2)=[O:31])[n:23][c:24]([O:26][CH3:27])[cH:25]1.[CH3:50][C:51]#[N:52].[ClH:49].[OH2:53]>>[CH2:1]([CH3:2])[O:3][c:4]1[cH:5][cH:6][c:7]2[n:8]([cH:9]1)[c:10]([S:14](=[O:15])(=[O:16])[NH:17][C:29]([NH:28][c:22]1[n:21][c:20]([O:19][CH3:18])[cH:25][c:24]([O:26][CH3:27])[n:23]1)=[O:30])[c:11]([CH3:13])[n:12]2. Reactants: CCOC(=O)C12CC1(C)c1cc(Cl)ccc1N(Cc1ccc(OC)cc1)C2=O, CC#N, [Ce+4], O=[N+]([O-])[O-], O=[N+]([O-])[O-], O=[N+]([O-])[O-], O=[N+]([O-])[O-], O=[N+]([O-])[O-], [NH4+], O. Yields the product CCOC(=O)C12CC1(C)c1cc(Cl)ccc1NC2=O. Reaction SMILES: [CH2:1]([CH3:2])[O:3][C:4](=[O:5])[C:6]12[C:7]([CH3:28])([c:8]3[cH:9][c:10]([Cl:26])[cH:11][cH:12][c:13]3[N:14]([CH2:17][c:18]3[cH:19][cH:20][c:21]([O:22][CH3:23])[cH:24][cH:25]3)[C:15]1=[O:16])[CH2:27]2.[CH3:51][C:52]#[N:53].[Ce+4:33].[N+:29]([O-:30])([O-:31])=[O:32].[N+:35]([O-:36])([O-:37])=[O:38].[N+:39]([O-:40])([O-:41])=[O:42].[N+:43]([O-:44])([O-:45])=[O:46].[N+:47]([O-:48])([O-:49])=[O:50].[NH4+:34].[OH2:54]>>[CH2:1]([CH3:2])[O:3][C:4](=[O:5])[C:6]12[C:7]([CH3:28])([c:8]3[cH:9][c:10]([Cl:26])[cH:11][cH:12][c:13]3[NH:14][C:15]1=[O:16])[CH2:27]2.